From a dataset of the Open Reaction Database (ORD), a public repository of structured organic reaction records. describe an organic reaction: reactants, conditions, products, and yield Reactants: BrCCBr, O=c1n(-c2ccc(Oc3ccccc3)cc2)ccn1-c1ccc(O)c(Cc2ccccc2)c1, CCCC[N+](CCCC)(CCCC)CCCC, ClCCl, [Na+], [OH-], O=S(=O)([O-])O. Product: O=c1n(-c2ccc(Oc3ccccc3)cc2)ccn1-c1ccc(OCCBr)c(Cc2ccccc2)c1. RXN SMILES: [Br:36][CH2:37][CH2:38][Br:39].[CH2:1]([c:2]1[cH:3][cH:4][cH:5][cH:6][cH:7]1)[c:8]1[cH:9][c:10](-[n:15]2[c:16](=[O:33])[n:17](-[c:20]3[cH:21][cH:22][c:23]([O:26][c:27]4[cH:28][cH:29][cH:30][cH:31][cH:32]4)[cH:24][cH:25]3)[cH:18][cH:19]2)[cH:11][cH:12][c:13]1[OH:14].[CH2:45]([N+:46]([CH2:47][CH2:48][CH2:49][CH3:50])([CH2:51][CH2:52][CH2:53][CH3:54])[CH2:55][CH2:56][CH2:57][CH3:58])[CH2:59][CH2:60][CH3:61].[Cl:62][CH2:63][Cl:64].[Na+:35].[OH-:34].[S:40]([O-:41])([OH:42])(=[O:43])=[O:44]>>[CH2:1]([c:2]1[cH:3][cH:4][cH:5][cH:6][cH:7]1)[c:8]1[cH:9][c:10](-[n:15]2[c:16](=[O:33])[n:17](-[c:20]3[cH:21][cH:22][c:23]([O:26][c:27]4[cH:28][cH:29][cH:30][cH:31][cH:32]4)[cH:24][cH:25]3)[cH:18][cH:19]2)[cH:11][cH:12][c:13]1[O:14][CH2:38][CH2:37][Br:36]. Reaction conditions: temperature 80 celsius. Yields the product CC1=CC(=C(C2=C1C(=CO2)C2=CC=C(C=C2)C)C)C (4,6,7-Trimethyl-3-(4-methylphenyl)-1-benzofuran). RXN SMILES: [CH3:1][C:2]1[CH:7]=[CH:6][C:5]([C:8](=O)[CH2:9][O:10][C:11]2[CH:16]=[C:15]([CH3:17])[CH:14]=[C:13]([CH3:18])[C:12]=2[CH3:19])=[CH:4][CH:3]=1>O>[CH3:17][C:15]1[C:16]2[C:8]([C:5]3[CH:6]=[CH:7][C:2]([CH3:1])=[CH:3][CH:4]=3)=[CH:9][O:10][C:11]=2[C:12]([CH3:19])=[C:13]([CH3:18])[CH:14]=1. Isolated yield 83.0%. Run in O (Water). Procedure details: A mixture of 1-(4-methylphenyl)-2-(2,3,5-trimethylphenoxy)ethanone obtained in Reference Example 163 (1.0 g, 3.73 mmol) and polyphosphoric acid (6.0 g) was stirred at 80° C. for one and half hours. Water was added to the reaction solution, which was extracted with ethyl acetate. The organic layer was washed with a saturated sodium hydrogen carbonate solution, dried over anhydrous sodium sulfate, and then concentrated under reduced pressure to obtain 770 mg (yield 83%) of the title compound. Melt... Reactants: CC1=CC=C(C=C1)C(COC1=C(C(=CC(=C1)C)C)C)=O (1-(4-methylphenyl)-2-(2,3,5-trimethylphenoxy)ethanone), Example 163, polyphosphoric acid. The reactants are COCCN1CCN(Cc2cnc3sc(-c4ccccc4N)nc3c2)CC1, O, O=C(O)c1nc(-c2ccccc2)cs1. Product: COCCN1CCN(Cc2cnc3sc(-c4ccccc4NC(=O)c4nc(-c5ccccc5)cs4)nc3c2)CC1. Reaction SMILES: [CH3:1][O:2][CH2:3][CH2:4][N:5]1[CH2:6][CH2:7][N:8]([CH2:11][c:12]2[cH:13][c:14]3[c:15]([n:16][cH:17]2)[s:18][c:19](-[c:21]2[c:22]([NH2:23])[cH:24][cH:25][cH:26][cH:27]2)[n:20]3)[CH2:9][CH2:10]1.[OH2:42].[c:28]1(-[c:34]2[n:35][c:36]([C:39](=[O:40])[OH:41])[s:37][cH:38]2)[cH:29][cH:30][cH:31][cH:32][cH:33]1>>[CH3:1][O:2][CH2:3][CH2:4][N:5]1[CH2:6][CH2:7][N:8]([CH2:11][c:12]2[cH:13][c:14]3[c:15]([n:16][cH:17]2)[s:18][c:19](-[c:21]2[c:22]([NH:23][C:39]([c:36]4[n:35][c:34](-[c:28]5[cH:29][cH:30][cH:31][cH:32][cH:33]5)[cH:38][s:37]4)=[O:40])[cH:24][cH:25][cH:26][cH:27]2)[n:20]3)[CH2:9][CH2:10]1. Starting materials: COC(=O)c1ccc(Br)cc1CBr, C[S-], Cc1ccccc1, [Na+], O. The product is COC(=O)c1ccc(Br)cc1CSC. Reaction SMILES: [Br:1][c:2]1[cH:3][c:4]([CH2:12][Br:13])[c:5]([C:6](=[O:7])[O:8][CH3:9])[cH:10][cH:11]1.[CH3:14][S-:15].[CH3:18][c:19]1[cH:20][cH:21][cH:22][cH:23][cH:24]1.[Na+:16].[OH2:17]>>[Br:1][c:2]1[cH:3][c:4]([CH2:12][S:15][CH3:14])[c:5]([C:6](=[O:7])[O:8][CH3:9])[cH:10][cH:11]1. Starting materials: C1(=CC=CC=C1)CN1CCC(CC1)C1=CC=C(C=C1)NC(=O)C=1C(=CC=CC1)C1=CC=C(C=C1)C(F)(F)F (N-[4-[1-(phenylmethyl)-4-piperidinyl]phenyl]-4′-(trifluoromethyl)-[1,1′-biphenyl]-2-carboxamide), [H][H] (hydrogen). The reagents and catalysts are [Pd] (Pd/C). The solvent is CO (methanol). Yields the product N1CCC(CC1)C1=CC=C(C=C1)NC(=O)C=1C(=CC=CC1)C1=CC=C(C=C1)C(F)(F)F (N-[4-(4-piperidinyl)phenyl]-4′-(trifluoromethyl)-[1,1′-biphenyl]-2-carboxamide). Yield: 72.6%. Reaction SMILES: C1(C[N:8]2[CH2:13][CH2:12][CH:11]([C:14]3[CH:19]=[CH:18][C:17]([NH:20][C:21]([C:23]4[C:24]([C:29]5[CH:34]=[CH:33][C:32]([C:35]([F:38])([F:37])[F:36])=[CH:31][CH:30]=5)=[CH:25][CH:26]=[CH:27][CH:28]=4)=[O:22])=[CH:16][CH:15]=3)[CH2:10][CH2:9]2)C=CC=CC=1.[H][H]>CO.[Pd]>[NH:8]1[CH2:13][CH2:12][CH:11]([C:14]2[CH:19]=[CH:18][C:17]([NH:20][C:21]([C:23]3[C:24]([C:29]4[CH:30]=[CH:31][C:32]([C:35]([F:36])([F:37])[F:38])=[CH:33][CH:34]=4)=[CH:25][CH:26]=[CH:27][CH:28]=3)=[O:22])=[CH:16][CH:15]=2)[CH2:10][CH2:9]1. Procedure: A mixture of intermediate (16) (0.025 mol) in methanol (250 ml) was hydrogenated at 50° C. overnight with Pd/C 10% (2 g) as a catalyst. After uptake of hydrogen (1 equivalent), the catalyst was filtered off and the filtrate was evaporated. The residue was triturated in DIPE. The precipitate was filtered off and dried, yielding 7.7 g N-[4-(4-piperidinyl)phenyl]-4′-(trifluoromethyl)-[1,1′-biphenyl]-2-carboxamide (intermediate 17). The reactants are CO (methanol), [BH4-].[Li+] (lithium borohydride), N[C@@H](C(=O)O)C=1SC=CC1 ((2S)-amino(2-thienyl)acetic acid), Cl[Si](C)(C)C (chlorotrimethylsilane). Run in C1CCOC1 (THF). Reaction conditions: time 5 minute. The product is N[C@@H](CO)C=1SC=CC1 ((2S)-2-Amino-2-(2-thienyl)ethanol). Isolated yield 95.1%. RXN SMILES: [BH4-].[Li+].Cl[Si](C)(C)C.[NH2:8][C@H:9]([C:13]1[S:14][CH:15]=[CH:16][CH:17]=1)[C:10](O)=[O:11].CO>C1COCC1>[NH2:8][C@H:9]([C:13]1[S:14][CH:15]=[CH:16][CH:17]=1)[CH2:10][OH:11] |f:0.1|. Reported procedure: 1.59 ml (3.18 mmol) of lithium borohydride (2 M in THF) were initially charged in 2.5 ml of dry THF, 0.80 ml (6.30 mmol) of chlorotrimethylsilane were added at RT and the mixture was stirred at RT for 5 min. Subsequently, 200 mg (1.27 mmol) of (2S)-amino(2-thienyl)acetic acid were added in portions and the reaction mixture was stirred at RT overnight. 2.5 ml of methanol were added dropwise to the reaction mixture, and the mixture was concentrated. The residue was admixed with 1.5 ml of a 20% aqu... Starting materials: C(C)(=O)OC(C)=O (acetic anhydride), C(CCCCCCCCC)(=O)O (decanoic acid), C(CCCCCCCCC)(=O)O (decanoic acid), α-olefin, C(C)(=O)OC(C)=O (acetic anhydride), C(CCCCCCCCC)(=O)O (decanoic acid), C(C)(=O)OC(C)=O (acetic anhydride), C1(=CC=CC=C1)P(C1=CC=CC=C1)C1=CC=CC=C1 (triphenylphosphine), CCCCCCCCCC (n-decane). Reagents/catalysts: Cl[Pd]([P](C1=CC=CC=C1)(C2=CC=CC=C2)C3=CC=CC=C3)([P](C4=CC=CC=C4)(C5=CC=CC=C5)C6=CC=CC=C6)Cl (dichlorobis(triphenylphosphine)palladium). Reaction conditions: temperature 255 celsius. Product: C=CCCCCCCC (1-nonene). As a reaction SMILES: [C:1](O)(=O)[CH2:2][CH2:3][CH2:4][CH2:5][CH2:6][CH2:7][CH2:8][CH2:9]C.C(OC(=O)C)(=O)C.C1(P(C2C=CC=CC=2)C2C=CC=CC=2)C=CC=CC=1.CCCCCCCCCC>Cl[Pd](Cl)([P](C1C=CC=CC=1)(C1C=CC=CC=1)C1C=CC=CC=1)[P](C1C=CC=CC=1)(C1C=CC=CC=1)C1C=CC=CC=1>[CH2:1]=[CH:2][CH2:3][CH2:4][CH2:5][CH2:6][CH2:7][CH2:8][CH3:9] |^1:51,70|. Procedure: A mixture of decanoic acid (100 g, 0.581 mol), acetic anhydride, dichlorobis(triphenylphosphine)palladium (0.0407 g, 5.81×10-5 mol), and triphenylphosphine (0.761 g, 0.00290 mol) was heated under a slow stream of nitrogen using an oil bath maintained at 255° C. As product distilled from the reactor, it was continuously replaced with a mixture of decanoic acid and acetic anhydride, identical in ratio to that of the initial charge, in a rate that maintained the initial level of the reactor content...